From a dataset of the Open Reaction Database (ORD), a public repository of structured organic reaction records. describe an organic reaction: reactants, conditions, products, and yield Conditions: temperature 40 celsius, time 1 hour. Product: ClC=1C(=C(C=CC1)C(N(CC)CC)=N)CSC1=NC(=CC(=N1)O)C (3-chloro-N,N-diethyl-2-{[(4-hydroxy-6-methylpyrimidin-2-yl)sulfanyl]methyl}benzene-1-carboximidamide). Procedure: In a 100 mL round bottom flask, diethylamine (0.31 mL, 3.0 mmol) was added into the solution of MeMgBr (0.90 mL, 3 mmol) in THF (20 mL). The resulting mixture was stirred at 40° C. for 1 hour, followed by addition of 3-chloro-2-{[(4-hydroxy-6-methylpyrimidin-2-yl)sulfanyl]methyl}benzonitrile (292 mg, 1.0 mmol). After another 1.5 hours, the solvent was removed under vacuum. The crude product was purified by CombiFlash (0 to 20% MeOH in DCM) to provide the title compound as a grey-yellow solid (20... As a reaction SMILES: [CH2:1]([NH:3][CH2:4][CH3:5])[CH3:2].C[Mg+].[Br-].[Cl:9][C:10]1[C:11]([CH2:18][S:19][C:20]2[N:25]=C(O)C=C(C)[N:21]=2)=[C:12]([CH:15]=[CH:16][CH:17]=1)[C:13]#[N:14].[CH2:28]1[CH2:32][O:31][CH2:30][CH2:29]1>>[Cl:9][C:10]1[C:11]([CH2:18][S:19][C:20]2[N:21]=[C:30]([OH:31])[CH:29]=[C:28]([CH3:32])[N:25]=2)=[C:12]([C:13](=[NH:14])[N:3]([CH2:4][CH3:5])[CH2:1][CH3:2])[CH:15]=[CH:16][CH:17]=1 |f:1.2|. The reactants are C(C)NCC (diethylamine), C[Mg+].[Br-] (MeMgBr), C1CCOC1 (THF), ClC=1C(=C(C#N)C=CC1)CSC1=NC(=CC(=N1)O)C (3-chloro-2-{[(4-hydroxy-6-methylpyrimidin-2-yl)sulfanyl]methyl}benzonitrile). The yield is 68.0%. Reactants: C1COC(NO)(C2CN(CC(C2=O)C)C(=O)OC)O1 ((RS)-1-Methoxycarbonyl-4-oxo-5-methylpiperidine-3-carbohydroxamic acid ethylene ketal), OS(=O)(=O)O (H2SO4), [OH-].[Na+] (sodium hydroxide). Solvent: O (water). Conditions: time 30 minute. The product is OC1=NOC2=C1CN(CC2C)C(=O)OC ((RS)-Methyl 3-hydroxy-7-methyl-4,5,6,7-tetrahydroisoxazolo[4,5-c]-pyridine-5-carboxylate). As a reaction SMILES: C1O[C:4]([CH:7]2[C:12](=[O:13])[CH:11]([CH3:14])[CH2:10][N:9]([C:15]([O:17][CH3:18])=[O:16])[CH2:8]2)([NH:5]O)[O:3]C1.OS(O)(=O)=O.[OH-].[Na+]>O>[OH:3][C:4]1[C:7]2[CH2:8][N:9]([C:15]([O:17][CH3:18])=[O:16])[CH2:10][CH:11]([CH3:14])[C:12]=2[O:13][N:5]=1 |f:2.3|. Reported procedure: (RS)-1-Methoxycarbonyl-4-oxo-5-methylpiperidine-3-carbohydroxamic acid ethylene ketal (3.95 g; 14.4 mmol) was at 5° C. added in small portions to a mixture of 96% H2SO4 (9 ml) and water (1 ml). The mixture was then kept at 50° C. for 30 min. and poured on ice. The pH was adjusted to 3 with 9N sodium hydroxide and the mixture was extracted three times with methylene chloride (75 ml). Evaporation in vacuo yielded 2.23 g of crude product. To obtain an analytically pure sample the crude product was ... Starting materials: C(=O)(C(F)(F)F)O (TFA), FC1=C(CN2CCC3(CN(CCO3)C(=O)C=3N=C(SC3)C(C)C)CC2)C=CC(=C1CCO)F ((9-(2,4-Difluoro-3-(2-hydroxyethyl)benzyl)-1-oxa-4,9-diazaspiro[5.5]undecan-4-yl)(2-isopropylthiazol-4-yl)methanone), CC(=O)OI1(C=2C=CC=CC2C(=O)O1)(OC(=O)C)OC(=O)C (Dess-Martin periodinane), S(=S)(=O)([O-])[O-].[Na+].[Na+] (sodium thiosulphate), C([O-])(O)=O.[Na+] (sodium bicabonate). Solvent: C(Cl)Cl (DCM), C(C)(=O)OCC (ethyl acetate). Run at time 5 minute. The product is FC1=C(C(=CC=C1CN1CCC2(CN(CCO2)C(=O)C=2N=C(SC2)C(C)C)CC1)F)CC=O (2-(2,6-Difluoro-3-((4-(2-isopropylthiazole-4-carbonyl)-1-oxa-4,9-diazaspiro[5.5]undecan-9-yl)methyl)phenyl)acetaldehyde). Reaction SMILES: C(O)(C(F)(F)F)=O.[F:8][C:9]1[C:36]([CH2:37][CH2:38][OH:39])=[C:35]([F:40])[CH:34]=[CH:33][C:10]=1[CH2:11][N:12]1[CH2:32][CH2:31][C:15]2([O:20][CH2:19][CH2:18][N:17]([C:21]([C:23]3[N:24]=[C:25]([CH:28]([CH3:30])[CH3:29])[S:26][CH:27]=3)=[O:22])[CH2:16]2)[CH2:14][CH2:13]1.CC(OI1(OC(C)=O)(OC(C)=O)OC(=O)C2C=CC=CC1=2)=O.S([O-])([O-])(=O)=S.[Na+].[Na+].C(=O)(O)[O-].[Na+]>C(Cl)Cl.C(OCC)(=O)C>[F:8][C:9]1[C:10]([CH2:11][N:12]2[CH2:32][CH2:31][C:15]3([O:20][CH2:19][CH2:18][N:17]([C:21]([C:23]4[N:24]=[C:25]([CH:28]([CH3:30])[CH3:29])[S:26][CH:27]=4)=[O:22])[CH2:16]3)[CH2:14][CH2:13]2)=[CH:33][CH:34]=[C:35]([F:40])[C:36]=1[CH2:37][CH:38]=[O:39] |f:3.4.5,6.7|. Procedure: TFA (0.11 mL) was added to a solution of (9-(2,4-difluoro-3-(2-hydroxyethyl)benzyl)-1-oxa-4,9-diazaspiro[5.5]undecan-4-yl)(2-isopropylthiazol-4-yl)methanone (example 45, step c) (0.7 g) in DCM (5 mL) at 0° C. and the resulting mixture stirred for 5 min. Dess-Martin periodinane (0.93 g) was then added and the mixture stirred at RT for 45 min. Saturated sodium thiosulphate solution (5 mL), saturated sodium bicabonate solution (5 mL) and ethyl acetate (20 mL) was then added and the mixture stirred ... Reactants: NC=1N=C(C2=C(N1)N(C=C2)CCN(C)CCN(C)C2=C(C=C(C=C2)F)F)NNC(=O)C=2OC=CC2 (N′-(2-amino-7-(2-((2-((2,4-difluorophenyl)(methyl)amino)ethyl)-(methyl)amino)ethyl)-7H-pyrrolo[2,3-d]pyrimidin-4-yl)furan-2-carbohydrazide). Solvent: C[Si](C)(C)N[Si](C)(C)C (HMDS). Run at temperature 120 celsius, time 1 hour. Product: NC1=NC2=C(C=3N1N=C(N3)C=3OC=CC3)C=CN2CCN(CCN(C)C2=C(C=C(C=C2)F)F)C (N1-(2-(5-amino-2-(furan-2-yl)-7H-pyrrolo[3,2-e][1,2,4]triazolo[1,5-c]pyrimidin-7-yl)ethyl)-N2-(2,4-difluorophenyl)-N1,N2-dimethylethane-1,2-diamine). RXN SMILES: [NH2:1][C:2]1[N:3]=[C:4]([NH:27][NH:28][C:29]([C:31]2[O:32][CH:33]=[CH:34][CH:35]=2)=O)[C:5]2[CH:10]=[CH:9][N:8]([CH2:11][CH2:12][N:13]([CH2:15][CH2:16][N:17]([C:19]3[CH:24]=[CH:23][C:22]([F:25])=[CH:21][C:20]=3[F:26])[CH3:18])[CH3:14])[C:6]=2[N:7]=1>C[Si](N[Si](C)(C)C)(C)C>[NH2:1][C:2]1[N:27]2[N:28]=[C:29]([C:31]3[O:32][CH:33]=[CH:34][CH:35]=3)[N:3]=[C:4]2[C:5]2[CH:10]=[CH:9][N:8]([CH2:11][CH2:12][N:13]([CH3:14])[CH2:15][CH2:16][N:17]([C:19]3[CH:24]=[CH:23][C:22]([F:25])=[CH:21][C:20]=3[F:26])[CH3:18])[C:6]=2[N:7]=1. Reported procedure: The title C compound, N′-(2-amino-7-(2-((2-((2,4-difluorophenyl)(methyl)amino)ethyl)-(methyl)amino)ethyl)-7H-pyrrolo[2,3-d]pyrimidin-4-yl)furan-2-carbohydrazide (crude from the previous step) (0.50 mmol) is dissolved in 2 mL of HMDS and 2 mL of BSA. The mixture is heated at 120° C. overnight, then cooled down to RT and the solvent removed in vacuo. The residue is dissolved in a mixture of DCM (2 mL) and 6N aqueous HCl (2 mL), and stirred at RT for 1 h. The pH value is adjusted to 12 using 1M aqu...